Dataset: the Open Reaction Database (ORD), a public repository of structured organic reaction records. Task: describe an organic reaction: reactants, conditions, products, and yield The reactants are ClC1=NC=C(C(=N1)NC1=C(C(=O)N(C)C)C=CC=C1)Cl (2-((2,5-dichloropyrimidin-4-yl)amino)-N,N-dimethylbenzamide), CN1CCN(CC1)CC1=CC=C(N)C=C1 (4-((4-methylpiperazin-1-yl)methyl)aniline). The solvent is C(Cl)Cl.CO (CH2Cl2 CH3OH). The product is ClC=1C(=NC(=NC1)NC1=CC=C(C=C1)CN1CCN(CC1)C)NC1=C(C(=O)N(C)C)C=CC=C1 (2-((5-chloro-2-((4-((4-methylpiperazin-1-yl)methyl)phenyl)amino)pyrimidin-4-yl)amino)-N,N-dimethylbenzamide). Yield: 32.0%. Reaction SMILES: Cl[C:2]1[N:7]=[C:6]([NH:8][C:9]2[CH:19]=[CH:18][CH:17]=[CH:16][C:10]=2[C:11]([N:13]([CH3:15])[CH3:14])=[O:12])[C:5]([Cl:20])=[CH:4][N:3]=1.[CH3:21][N:22]1[CH2:27][CH2:26][N:25]([CH2:28][C:29]2[CH:35]=[CH:34][C:32]([NH2:33])=[CH:31][CH:30]=2)[CH2:24][CH2:23]1>C(Cl)Cl.CO>[Cl:20][C:5]1[C:6]([NH:8][C:9]2[CH:19]=[CH:18][CH:17]=[CH:16][C:10]=2[C:11]([N:13]([CH3:15])[CH3:14])=[O:12])=[N:7][C:2]([NH:33][C:32]2[CH:31]=[CH:30][C:29]([CH2:28][N:25]3[CH2:24][CH2:23][N:22]([CH3:21])[CH2:27][CH2:26]3)=[CH:35][CH:34]=2)=[N:3][CH:4]=1 |f:2.3|. Procedure: The title compound was prepared according to synthesis procedure B described above from 2-((2,5-dichloropyrimidin-4-yl)amino)-N,N-dimethylbenzamide and 4-((4-methylpiperazin-1-yl)methyl)aniline in 32% yield (yellow solid) after flash chromatography (CH2Cl2/CH3OH 99:1 gradually increasing to 95:5). 1H NMR (400 MHz, CDCl3): δ 9.07 (s, 1H), 8.35 (d, 1H J=8.2 Hz), 8.05 (s, 1H), 7.46 (s, 2H, J=8.2 Hz), 7.38 (t, 1H, J=7.8 Hz), 7.29 (d, 1H, J=7.5 Hz), 7.21 (d, 2H, J=8.2 Hz), 7.10 (t, 1H, J=7.5 Hz), 7.0... The reactants are C1CCOC1, CO, CCOC(=O)C1(c2cc(Cl)c(OCC(F)(F)F)c(-c3ccc(SC)cc3)c2)CCC1, [Li+], [OH-], O, O. The product is CSc1ccc(-c2cc(C3(C(=O)O)CCC3)cc(Cl)c2OCC(F)(F)F)cc1. RXN SMILES: [CH2:36]1[O:37][CH2:38][CH2:39][CH2:40]1.[CH3:34][OH:35].[Cl:1][c:2]1[cH:3][c:4]([C:22]2([C:26](=[O:27])[O:28][CH2:29][CH3:30])[CH2:23][CH2:24][CH2:25]2)[cH:5][c:6](-[c:14]2[cH:15][cH:16][c:17]([S:20][CH3:21])[cH:18][cH:19]2)[c:7]1[O:8][CH2:9][C:10]([F:11])([F:12])[F:13].[Li+:33].[OH-:32].[OH2:31].[OH2:41]>>[Cl:1][c:2]1[cH:3][c:4]([C:22]2([C:26](=[O:27])[OH:28])[CH2:23][CH2:24][CH2:25]2)[cH:5][c:6](-[c:14]2[cH:15][cH:16][c:17]([S:20][CH3:21])[cH:18][cH:19]2)[c:7]1[O:8][CH2:9][C:10]([F:11])([F:12])[F:13].